This data is from the Open Reaction Database (ORD), a public repository of structured organic reaction records. The task is: describe an organic reaction: reactants, conditions, products, and yield Run in O1CCOCC1 (dioxane), O (water), O1CCOCC1 (dioxane). The reactants are [H-].[Na+] (sodium hydride), C(C1=CC=CC=C1)OC1=C2CCCC(C2=CC=C1)=O (5-(benzyloxy)-1-tetralone), C(OC)(OC)=O (dimethyl carbonate), C(C)(=O)O (acetic acid). Reaction conditions: temperature 82.5 celsius. Yields the product C(C1=CC=CC=C1)OC1=C2CCC(C(C2=CC=C1)=O)C(=O)OC (5-(benzyloxy)-2-(methoxycarbonyl)-1-tetralone). RXN SMILES: [H-].[Na+].[C:3](=[O:8])([O:6][CH3:7])OC.[CH2:9]([O:16][C:17]1[CH:26]=[CH:25][CH:24]=[C:23]2[C:18]=1[CH2:19][CH2:20][CH2:21][C:22]2=[O:27])[C:10]1[CH:15]=[CH:14][CH:13]=[CH:12][CH:11]=1.C(O)(=O)C>O1CCOCC1.O>[CH2:9]([O:16][C:17]1[CH:26]=[CH:25][CH:24]=[C:23]2[C:18]=1[CH2:19][CH2:20][CH:21]([C:3]([O:6][CH3:7])=[O:8])[C:22]2=[O:27])[C:10]1[CH:11]=[CH:12][CH:13]=[CH:14][CH:15]=1 |f:0.1|. Yield: 98.2%. Procedure: Under an argon atmosphere, 2.09 g of 60% sodium hydride was suspended in 30 ml of anhydrous dioxane and 11.51 g of dimethyl carbonate was added. While stirring with heating in an oil bath at 80 to 85° C., a solution of 6.58 g of 5-(benzyloxy)-1-tetralone in 15 ml of dioxane was added dropwise over about one hour. After stirring for one hour, the reaction solution was ice-cooled and 52 ml of an aqueous 1N acetic acid solution was added dropwise. The reaction solution was diluted with water, extra... Reactants: C(C1=CC=CC=C1)N1CCC2(CC1)OC(C1=CC=CC=C12)C1=CC=CC=C1 (1'-benzyl-1,3-dihydro-3-phenylspiro[isobenzofuran-1,4'-piperidine]), ClC(=O)OCC (ethyl chloroformate). Solvent: C1=CC=CC=C1 (benzene). Product: C(C)OC(=O)N1CCC2(CC1)OC(C1=CC=CC=C12)C1=CC=CC=C1 (1,3-Dihydro-1'-ethoxycarbonyl-3-phenylspiro[isobenzofuran1,4'-piperidine]). RXN SMILES: C([N:8]1[CH2:13][CH2:12][C:11]2([C:21]3[C:16](=[CH:17][CH:18]=[CH:19][CH:20]=3)[CH:15]([C:22]3[CH:27]=[CH:26][CH:25]=[CH:24][CH:23]=3)[O:14]2)[CH2:10][CH2:9]1)C1C=CC=CC=1.Cl[C:29]([O:31][CH2:32][CH3:33])=[O:30]>C1C=CC=CC=1>[CH2:32]([O:31][C:29]([N:8]1[CH2:13][CH2:12][C:11]2([C:21]3[C:16](=[CH:17][CH:18]=[CH:19][CH:20]=3)[CH:15]([C:22]3[CH:27]=[CH:26][CH:25]=[CH:24][CH:23]=3)[O:14]2)[CH2:10][CH2:9]1)=[O:30])[CH3:33]. Procedure: A solution of 7.7 g. of 1'-benzyl-1,3-dihydro-3-phenylspiro[isobenzofuran-1,4'-piperidine] (Example 4), 40 ml. of benzene and 2.5 ml. of ethyl chloroformate is heated under reflux for 18 hours and concentrated to a solid. Recrystallization from cyclohexane provides colorless crystals, m.p. 115°-119°. Starting materials: ClCCl, [NH3+]c1cccc(F)c1, O=C(O)c1cc([N+](=O)[O-])ccc1F, CN(C)C=O. The product is O=C(Nc1cccc(F)c1)c1cc([N+](=O)[O-])ccc1F. Reaction SMILES: [CH2:22]([Cl:23])[Cl:24].[F:14][c:15]1[cH:16][c:17]([NH3+:21])[cH:18][cH:19][cH:20]1.[F:1][c:2]1[c:3]([C:4](=[O:5])[OH:6])[cH:7][c:8]([N+:11](=[O:12])[O-:13])[cH:9][cH:10]1.[O:25]=[CH:26][N:27]([CH3:28])[CH3:29]>>[F:1][c:2]1[c:3]([C:4](=[O:6])[NH:21][c:17]2[cH:16][c:15]([F:14])[cH:20][cH:19][cH:18]2)[cH:7][c:8]([N+:11](=[O:12])[O-:13])[cH:9][cH:10]1. The reactants are COc1cc(Br)ccc1C(=O)O, Cc1ccc(N2CCNCC2)c(C)c1. Yields the product COc1cc(Br)ccc1C(=O)N1CCN(c2ccc(C)cc2C)CC1. RXN SMILES: [Br:1][c:2]1[cH:3][c:4]([O:11][CH3:12])[c:5]([C:6](=[O:7])[OH:8])[cH:9][cH:10]1.[CH3:13][c:14]1[c:15]([N:21]2[CH2:22][CH2:23][NH:24][CH2:25][CH2:26]2)[cH:16][cH:17][c:18]([CH3:20])[cH:19]1>>[Br:1][c:2]1[cH:3][c:4]([O:11][CH3:12])[c:5]([C:6](=[O:8])[N:24]2[CH2:23][CH2:22][N:21]([c:15]3[c:14]([CH3:13])[cH:19][c:18]([CH3:20])[cH:17][cH:16]3)[CH2:26][CH2:25]2)[cH:9][cH:10]1.